From a dataset of the Open Reaction Database (ORD), a public repository of structured organic reaction records. describe an organic reaction: reactants, conditions, products, and yield Starting materials: ClCCCl (1,2-dichloroethane), C[Al](C)C (trimethylaluminum), ClCCCl (1,2-dichloroethane), C(C)(C)ON=C(C(=NOC)N1N=CN=C1)C(=O)OC (1-(2-isopropoxyimino-2-methoxycarbonyl-1-methoxyiminoethyl)-1H-1,2,4-triazole), C(C)S (ethanethiol). Solvent: O (water), C(C)(C)OC(C)C (isopropyl ether). Run at time 30 minute. Product: C(C)(C)ON=C(C(SCC)=O)C(N1N=CN=C1)=NOC (S-ethyl 2-isopropoxyimino-3-methoxyimino-3-(1H-1,2,4-triazol-1-yl)propanethioate). Isolated yield 98.5%. As a reaction SMILES: ClCCCl.C[Al](C)C.[CH2:9]([SH:11])[CH3:10].[CH:12]([O:15][N:16]=[C:17]([C:27]([O:29]C)=O)[C:18]([N:22]1[CH:26]=[N:25][CH:24]=[N:23]1)=[N:19][O:20][CH3:21])([CH3:14])[CH3:13]>C(OC(C)C)(C)C.O>[CH:12]([O:15][N:16]=[C:17]([C:18](=[N:19][O:20][CH3:21])[N:22]1[CH:26]=[N:25][CH:24]=[N:23]1)[C:27](=[O:29])[S:11][CH2:9][CH3:10])([CH3:13])[CH3:14]. Procedure details: To 8 ml of 1,2-dichloroethane was added 7.5 ml (7.5 mmol) of a trimethylaluminum (1 mol/l) hexane solution. Thereinto was drop-wise added 0.47 g (7.5 mmol) of ethanethiol at room temperature, followed by stirring for 30 minutes. To this mixed solution was added, at room temperature, a 1,2-dichloroethane solution containing 0.50 g (1.9 mmol) of the 1-(2-isopropoxyimino-2-methoxycarbonyl-1-methoxyiminoethyl)-1H-1,2,4-triazole produced in Example 12, followed by stirring for 1.5 hours. The reaction... Starting materials: CC(=O)O[BH-](OC(C)=O)OC(C)=O, C=O, CC(=O)O, ClCCl, COC(=O)C1CNCC1c1ccc(F)cc1F, [Na+]. The product is COC(=O)C1CN(C)CC1c1ccc(F)cc1F. Reaction SMILES: [C:24]([O:25][BH-:26]([O:27][C:28](=[O:29])[CH3:30])[O:31][C:32](=[O:33])[CH3:34])(=[O:35])[CH3:36].[CH2:18]=[O:19].[CH3:20][C:21](=[O:22])[OH:23].[Cl:38][CH2:39][Cl:40].[F:1][c:2]1[c:3]([CH:9]2[CH:10]([C:14](=[O:15])[O:16][CH3:17])[CH2:11][NH:12][CH2:13]2)[cH:4][cH:5][c:6]([F:8])[cH:7]1.[Na+:37]>>[F:1][c:2]1[c:3]([CH:9]2[CH:10]([C:14](=[O:15])[O:16][CH3:17])[CH2:11][N:12]([CH3:20])[CH2:13]2)[cH:4][cH:5][c:6]([F:8])[cH:7]1. Yields the product CC(NS(=O)C(C)(C)C)c1ccc(Br)cc1F. As a reaction SMILES: [Br:1][c:2]1[cH:3][c:4]([F:16])[c:5]([CH:8]=[N:9][S:10](=[O:11])[C:12]([CH3:13])([CH3:14])[CH3:15])[cH:6][cH:7]1.[CH3:17][Mg:18][Cl:19].[Cl:20][CH2:21][Cl:22]>>[Br:1][c:2]1[cH:3][c:4]([F:16])[c:5]([CH:8]([NH:9][S:10](=[O:11])[C:12]([CH3:13])([CH3:14])[CH3:15])[CH3:17])[cH:6][cH:7]1. Reactants: CC(C)(C)S(=O)N=Cc1ccc(Br)cc1F, C[Mg]Cl, ClCCl. Starting materials: O=C([O-])O, CC(=O)O, CC(=O)OC(C)=O, Cc1ccnc(N)c1, [Na+], O. The product is CC(=O)Nc1cc(C)ccn1. Reaction SMILES: [C:17](=[O:18])([OH:19])[O-:20].[CH3:22][C:23](=[O:24])[OH:25].[CH3:9][C:10](=[O:11])[O:12][C:13](=[O:14])[CH3:15].[NH2:1][c:2]1[n:3][cH:4][cH:5][c:6]([CH3:8])[cH:7]1.[Na+:21].[OH2:16]>>[NH:1]([c:2]1[n:3][cH:4][cH:5][c:6]([CH3:8])[cH:7]1)[C:10]([CH3:9])=[O:11]. Starting materials: CC1OC1C(=O)N(CC(=O)OC(C)(C)C)CC(=O)OC(C)(C)C, ClCCl, C[Si](C)(C)[N-][Si](C)(C)C, CCCCCC, CCOC(C)=O, [Li+], C1CCOC1. The product is CC(O)C1C(=O)N(CC(=O)OC(C)(C)C)C1C(=O)OC(C)(C)C. As a reaction SMILES: [C:1]([CH3:2])([CH3:3])([CH3:4])[O:5][C:6](=[O:7])[CH2:8][N:9]([C:10]([CH:11]1[CH:12]([CH3:13])[O:14]1)=[O:15])[CH2:16][C:17](=[O:18])[O:19][C:20]([CH3:21])([CH3:22])[CH3:23].[CH2:51]([Cl:52])[Cl:53].[CH3:24][Si:25]([CH3:26])([CH3:27])[N-:28][Si:29]([CH3:30])([CH3:31])[CH3:32].[CH3:34][CH2:35][CH2:36][CH2:37][CH2:38][CH3:39].[CH3:40][CH2:41][O:42][C:43](=[O:44])[CH3:45].[Li+:33].[O:46]1[CH2:47][CH2:48][CH2:49][CH2:50]1>>[C:1]([CH3:2])([CH3:3])([CH3:4])[O:5][C:6](=[O:7])[CH:8]1[N:9]([CH2:16][C:17](=[O:18])[O:19][C:20]([CH3:21])([CH3:22])[CH3:23])[C:10](=[O:15])[CH:11]1[CH:12]([CH3:13])[OH:14]. Reactants: C(C1=CC=CC=C1)OC=1C=C(C=CC1N1S(NC(C1)=O)(=O)=O)C=CC=1C=C(C(=O)N)C=CC1 (3-{2-[3-benzyloxy-4-(1,1,4-trioxo-1,2,5-thiadiazolidin-2-yl)-phenyl]-vinyl}-benzamide), KHCO3. The reagents and catalysts are [Pd] (Pd/C). The solvent is O (water), C(C)O (ethanol). Yields the product OC=1C=C(C=CC1N1S(NC(C1)=O)(=O)=O)CCC=1C=C(C(=O)N)C=CC1 (3-{2-[3-Hydroxy-4-(1,1,4-trioxo-1,2,5-thiadiazolidin-2-yl)-phenyl]-ethyl}-benzamide). Reaction SMILES: C([O:8][C:9]1[CH:10]=[C:11]([CH:23]=[CH:24][C:25]2[CH:26]=[C:27]([CH:31]=[CH:32][CH:33]=2)[C:28]([NH2:30])=[O:29])[CH:12]=[CH:13][C:14]=1[N:15]1[CH2:19][C:18](=[O:20])[NH:17][S:16]1(=[O:22])=[O:21])C1C=CC=CC=1>C(O)C.O.[Pd]>[OH:8][C:9]1[CH:10]=[C:11]([CH2:23][CH2:24][C:25]2[CH:26]=[C:27]([CH:31]=[CH:32][CH:33]=2)[C:28]([NH2:30])=[O:29])[CH:12]=[CH:13][C:14]=1[N:15]1[CH2:19][C:18](=[O:20])[NH:17][S:16]1(=[O:22])=[O:21]. Procedure: To a solution of 3-{2-[3-benzyloxy-4-(1,1,4-trioxo-1,2,5-thiadiazolidin-2-yl)-phenyl]-vinyl}-benzamide in ethanol (2 mL) is added two equivalents of KHCO3. The mixture is diluted with 5 mL water and hydrogenated at 1 atm over 50 mg of 10% Pd/C for 18 h. The catalyst is filtered and the filtrate lyophilized. The resulting solid is purified by HPLC to give the title compound as an amorphous powder: m/z (M−1)−=374; 1H NMR (DMSO-d6) δ 7.95 (m, 1H), 7.81 (s, 1H), 7.72 (m, 1H), 7.35 (m, 4H), 6.75 (d, ... Starting materials: NC(C(=O)OCC)C#N (ethyl α-aminocyanoacetate), C(OCC)([O-])[O-] (ethyl orthoformate), NC=1SC=CN1 (2-aminothiazole). RXN SMILES: [NH2:1][CH:2]([C:8]#[N:9])[C:3]([O:5][CH2:6][CH3:7])=[O:4].C([O-])([O-])O[CH2:12][CH3:13].[NH2:16][C:17]1[S:18]C=[CH:20][N:21]=1>>[NH2:9][C:8]1[N:21]([C:17]2[S:18][CH:12]=[CH:13][N:16]=2)[CH:20]=[N:1][C:2]=1[C:3]([O:5][CH2:6][CH3:7])=[O:4]. Procedure details: Following the procedure described in Reference Example 7, the desired compound was synthesized using ethyl α-aminocyanoacetate, ethyl orthoformate and 2-aminothiazole as raw materials. m.p.: 120° to 123° C. The product is NC1=C(N=CN1C=1SC=CN1)C(=O)OCC (5-amino-4-ethoxycarbonyl-1-(thiazol-2-yl)imidazole). Reactants: OC1=NC=CC(=C1)C(=O)O (2-hydroxypyridine-4-carboxylic acid). The reagents and catalysts are [OH-].[OH-].[Pd+2] (palladium hydroxide/carbon). Run in CO (methanol). Yields the product O=C1NCCC(C1)C(=O)O (2-oxopiperidine-4-carboxylic acid). Yield: 92.3%. Reaction SMILES: [OH:1][C:2]1[CH:7]=[C:6]([C:8]([OH:10])=[O:9])[CH:5]=[CH:4][N:3]=1>CO.[OH-].[OH-].[Pd+2]>[O:1]=[C:2]1[CH2:7][CH:6]([C:8]([OH:10])=[O:9])[CH2:5][CH2:4][NH:3]1 |f:2.3.4|. Procedure details: A solution of 2-hydroxypyridine-4-carboxylic acid (40.0 g) and 10% palladium hydroxide/carbon (8.0 g) in methanol (500 mL) was stirred at 30° C. for 24 hr under a hydrogen atmosphere (50 psi). The reaction mixture was filtered, the catalyst was removed, and the filtrate was concentrated under reduced pressure to give the title compound (38.0 g). Starting materials: CCCOc1ccc(C)cc1-c1nc(N)c(N=O)c(=O)[nH]1, [Na+], [Na+], [Na], O, O=S([O-])S(=O)[O-]. The product is CCCOc1ccc(C)cc1-c1nc(N)c(N)c(=O)[nH]1. Reaction SMILES: [NH2:10][c:11]1[n:12][c:13](-[c:20]2[c:21]([O:27][CH2:28][CH2:29][CH3:30])[cH:22][cH:23][c:24]([CH3:26])[cH:25]2)[nH:14][c:15](=[O:19])[c:16]1[N:17]=[O:18].[Na+:7].[Na+:8].[Na:9].[OH2:31].[S:1]([S:2]([O-:3])=[O:4])([O-:5])=[O:6]>>[NH2:10][c:11]1[n:12][c:13](-[c:20]2[c:21]([O:27][CH2:28][CH2:29][CH3:30])[cH:22][cH:23][c:24]([CH3:26])[cH:25]2)[nH:14][c:15](=[O:19])[c:16]1[NH2:17].